Task: describe an organic reaction: reactants, conditions, products, and yield. Dataset: the Open Reaction Database (ORD), a public repository of structured organic reaction records Starting materials: C(C=C)C1=CC=2C(C3=CC=CC=C3OC2C(=C1O)Cl)=O (2-allyl-4-chloro-3-hydroxy-9-oxo-9H-xanthene), ClC1=CC(=CC=C1)C(=O)OO (m-chloroperbenzoic acid), C(Cl)(Cl)Cl (chloroform), C([O-])([O-])=O.[K+].[K+] (potassium carbonate). Run in O (water). Reaction conditions: time 5 hour. Product: ClC1=C2C(=CC=3C(C=4C=CC=CC4OC13)=O)CC(O2)C(=O)O (11-chloro-2,3-dihydro-5-oxo-5H-furo[3,2-b]xanthene-2-carboxylic acid). Isolated yield 40.7%. Reaction SMILES: [CH2:1]([C:4]1[C:17]([OH:18])=[C:16]([Cl:19])[C:15]2[O:14][C:13]3[C:8](=[CH:9][CH:10]=[CH:11][CH:12]=3)[C:7](=[O:20])[C:6]=2[CH:5]=1)[CH:2]=C.ClC1C=CC=C(C(OO)=O)C=1.C(Cl)(Cl)Cl.[C:36](=[O:39])([O-])[O-:37].[K+].[K+]>O>[Cl:19][C:16]1[C:15]2[O:14][C:13]3[CH:12]=[CH:11][CH:10]=[CH:9][C:8]=3[C:7](=[O:20])[C:6]=2[CH:5]=[C:4]2[CH2:1][CH:2]([C:36]([OH:37])=[O:39])[O:18][C:17]=12 |f:3.4.5|. Procedure details: A mixture of 2-allyl-4-chloro-3-hydroxy-9-oxo-9H-xanthene (2.0 g), m-chloroperbenzoic acid (3.6 g) and chloroform (100 ml) was stirred at room temperature for 5 hours and thereafter left to stand overnight. To the mixture, potassium carbonate (8 g) and water (200 ml) were added and the resulting mixture was extracted with chloroform. The chloroform layer was dried and the solvent was distilled off. The residue was dissolved in acetone (400 ml) and to the stirred solution, a mixture of chromium t...